Dataset: the Open Reaction Database (ORD), a public repository of structured organic reaction records. Task: describe an organic reaction: reactants, conditions, products, and yield The reactants are C([O-])([O-])=O.[Ca+2] (calcium carbonate), C=1(C(=CC=CC1)C)C (xylene), B(O)(O)O (orthoboric acid). Run in O (water). Run at temperature 95 celsius. Yields the product B([O-])([O-])[O-].[Ca+2].B([O-])([O-])[O-].[Ca+2].[Ca+2] (calcium borate). Reaction SMILES: C(=O)([O-])[O-].[Ca+2:5].C1(C)C(C)=CC=CC=1.[B:14]([OH:17])([OH:16])[OH:15]>O>[B:14]([O-:17])([O-:16])[O-:15].[Ca+2:5].[B:14]([O-:17])([O-:16])[O-:15].[Ca+2:5].[Ca+2:5] |f:0.1,5.6.7.8.9|. Reported procedure: A solution of 200 g of a calcium carbonate overbased alkylsalicylate (TBN 280 mgKOH/g, calcium content; 10.0 wt. %) and 200 g of xylene were put in a 1000-ml four-necked flask fitted with a condenser and heated to 95° C. while agitating. To this mixture was added 20 g of orthoboric acid, and the temperature was gradually increased to 145° C., while the reaction water was removed by azeotropic distillation by spending time for 1.5 hours. Subsequently, the reactor contents were filtered to obtain ... The reactants are C1(=CC=CC=C1)[Se]Cl (phenylselenyl chloride), CC=1C=NC=2CCCCC2C1 (5,6,7,8-tetrahydro 3 methylquinoline), C(CCC)[Li] (butyllithium), CCCCCC (hexane). Solvent: O1CCCC1 (tetrahydrofuran), O1CCCC1 (tetrahydrofuran), O (water). Reaction conditions: time 30 minute. Product: CC=1C=NC=2C(CCCC2C1)[Se]C1=CC=CC=C1 (5,6,7,8-tetrahydro-3-methyl-8-(phenylseleno)quinoline). Isolated yield 98.6%. As a reaction SMILES: [CH3:1][C:2]1[CH:3]=[N:4][C:5]2[CH2:6][CH2:7][CH2:8][CH2:9][C:10]=2[CH:11]=1.C([Li])CCC.CCCCCC.[C:23]1([Se:29]Cl)[CH:28]=[CH:27][CH:26]=[CH:25][CH:24]=1>O1CCCC1.O>[CH3:1][C:2]1[CH:3]=[N:4][C:5]2[CH:6]([Se:29][C:23]3[CH:28]=[CH:27][CH:26]=[CH:25][CH:24]=3)[CH2:7][CH2:8][CH2:9][C:10]=2[CH:11]=1. Reported procedure: A solution of 5,6,7,8-tetrahydro 3 methylquinoline (7.5 g, 51 mmol) in tetrahydrofuran (100 ml) was treated under an atmosphere of nitrogen with 1.5M-butyllithium in hexane (35 ml, 52 mmol) at 0°. The resulting red solution was added to a solution of phenylselenyl chloride (10 g, 52 mmol) in tetrahydrofuran (50 ml) at 0°. After 30 min, water (100 ml) was added and the mixture concentrated in vacuo. The aqueous residue was partitioned between saturated aqueous sodium chloride (100 ml) and ether (... The reactants are CC(C#N)(O)C (acetone cyanohydrin), [N+](=O)([O-])C1=C(C(=O)Cl)C=CC(=C1)OC(F)F (2-nitro-4-difluoromethoxybenzoyl chloride), CC1(C(CC(C(C1)C)=O)=O)C (4,4,6-trimethylcyclohexane-1,3-dione), C(C)#N (acetonitrile). The solvent is ethyl acetates, Cl (hydrochloric acid), C(C)N(CC)CC (triethylamine). Run at time 15 minute. Yields the product [N+](=O)([O-])C1=C(C(=O)C2C(C(CC(C2=O)(C)C)C)=O)C=CC(=C1)OC(F)F (2-(2-nitro-4-difluoromethoxybenzoyl)-4,4,6-trimethylcyclohexane- 1,3-dione). Reaction SMILES: [N+:1]([C:4]1[CH:12]=[C:11]([O:13][CH:14]([F:16])[F:15])[CH:10]=[CH:9][C:5]=1[C:6](Cl)=[O:7])([O-:3])=[O:2].[CH3:17][C:18]1([CH3:27])[CH2:23][CH:22]([CH3:24])[C:21](=[O:25])[CH2:20][C:19]1=[O:26].C(#N)C.CC(C)(O)C#N>Cl.C(N(CC)CC)C>[N+:1]([C:4]1[CH:12]=[C:11]([O:13][CH:14]([F:16])[F:15])[CH:10]=[CH:9][C:5]=1[C:6]([CH:20]1[C:19](=[O:26])[C:18]([CH3:17])([CH3:27])[CH2:23][CH:22]([CH3:24])[C:21]1=[O:25])=[O:7])([O-:3])=[O:2]. Reported procedure: 5.03 g of 2-nitro-4-difluoromethoxybenzoyl chloride and 2.57 g of 4,4,6-trimethylcyclohexane-1,3-dione are introduced into 20 ml of acetonitrile, and 4.21 g of triethylamine are added dropwise in such a way that the internal temperature does not exceed 40° C. The mixture is subsequently stirred for 15 minutes at room temperature, 1.29 g of acetone cyanohydrin are added, and stirring is continued for 3 hours at room temperature. The reaction mixture is diluted with 100 ml of ethyl acetates and 50... Starting materials: BrC1=CC=CC2=C1C(N1[C@H](C=3N2C=NC3C(=O)OCC)CC1)=O (ethyl (S)-8-bromo-9-oxo-12,12a-dihydro-9H,11H-azeto [2,1-c]imidazo [1,5-a][1,4]benzodiazepine-1-carboxylate), [OH-].[Na+] (sodium hydroxide), C(C)O (ethanol), Cl (hydrochloric acid). The solvent is O (water). The product is BrC1=CC=CC2=C1C(N1[C@H](C=3N2C=NC3C(=O)O)CC1)=O ((S)-8-bromo-9-oxo-12,12a-dihydro-9H,11H-azeto[2,1-c]imidazo[1,5-a][1,4]-benzodiazepine-1-carboxylic acid). Isolated yield 98.2%. As a reaction SMILES: [Br:1][C:2]1[C:7]2[C:8](=[O:23])[N:9]3[CH2:22][CH2:21][C@H:10]3[C:11]3[N:12]([CH:13]=[N:14][C:15]=3[C:16]([O:18]CC)=[O:17])[C:6]=2[CH:5]=[CH:4][CH:3]=1.[OH-].[Na+].C(O)C.Cl>O>[Br:1][C:2]1[C:7]2[C:8](=[O:23])[N:9]3[CH2:22][CH2:21][C@H:10]3[C:11]3[N:12]([CH:13]=[N:14][C:15]=3[C:16]([OH:18])=[O:17])[C:6]=2[CH:5]=[CH:4][CH:3]=1 |f:1.2|. Procedure: 21.8 g (57.9 mmol) of ethyl (S)-8-bromo-9-oxo-12,12a-dihydro-9H,11H-azeto [2,1-c]imidazo [1,5-a][1,4]benzodiazepine-1-carboxylate were heated to reflux for 15 minutes with 17 ml of 4N sodium hydroxide solution and 200 ml of ethanol. 17 ml of 4N hydrochloric acid and 250 ml of water were added at room temperature. The alcohol was evaporated and the suspension was cooled to 0°. By suction filtration and drying the crystals there were obtained 19.8 g (98%) of (S)-8-bromo-9-oxo-12,12a-dihydro-9H,11H... Reactants: ClCCl, ClI, C[Si](C)(C)c1ccc(Cc2cc(C3(O)OC(CO)C(O)C(O)C3O)ccc2C#N)cc1. RXN SMILES: [Cl:34][CH2:35][Cl:36].[I:1][Cl:2].[OH:3][C:4]1([c:15]2[cH:16][c:17]([CH2:23][c:24]3[cH:25][cH:26][c:27]([Si:30]([CH3:31])([CH3:32])[CH3:33])[cH:28][cH:29]3)[c:18]([C:19]#[N:20])[cH:21][cH:22]2)[CH:5]([OH:6])[CH:7]([OH:8])[CH:9]([OH:10])[CH:11]([CH2:13][OH:14])[O:12]1>>[I:1][c:27]1[cH:26][cH:25][c:24]([CH2:23][c:17]2[cH:16][c:15]([C:4]3([OH:3])[CH:5]([OH:6])[CH:7]([OH:8])[CH:9]([OH:10])[CH:11]([CH2:13][OH:14])[O:12]3)[cH:22][cH:21][c:18]2[C:19]#[N:20])[cH:29][cH:28]1. Yields the product N#Cc1ccc(C2(O)OC(CO)C(O)C(O)C2O)cc1Cc1ccc(I)cc1. The reactants are C(C1=CC=CC=C1)N1CCC(CC1)=O (N-Benzyl-4-piperidone), ClC(=O)OCC1=CC=CC=C1 (Benzyl chloroformate). Run in C1(=CC=CC=C1)C (toluene), O (H2O). Conditions: time 0.5 hour. Yields the product C(=O)(OCC1=CC=CC=C1)N1CCC(CC1)=O (N-Carbobenzoxy-4-piperidone). Reaction SMILES: C([N:8]1[CH2:13][CH2:12][C:11](=[O:14])[CH2:10][CH2:9]1)C1C=CC=CC=1.Cl[C:16]([O:18][CH2:19][C:20]1[CH:25]=[CH:24][CH:23]=[CH:22][CH:21]=1)=[O:17]>C1(C)C=CC=CC=1.O>[C:16]([N:8]1[CH2:13][CH2:12][C:11](=[O:14])[CH2:10][CH2:9]1)([O:18][CH2:19][C:20]1[CH:25]=[CH:24][CH:23]=[CH:22][CH:21]=1)=[O:17]. Procedure: N-Benzyl-4-piperidone (122.2 g, 0.645 mole) in 500 ml toluene was warmed to 45° C. Benzyl chloroformate (130 ml, 155 g, 0.915 mole) was added in a thin, steady stream, and the reaction mixture heated to reflux for 2 hours, cooled to ambient temperature, diluted with 250 ml H2O and stirred vigorously 0.5 hour. The organic layer was separated, washed 1×400 ml 6N HCl and then 1×100 ml saturated NaCl, dired (MgSO4), treated with activated carbon, and concentrated to an oil. The oil was distributed b... Starting materials: FC(C(=O)O)(F)F.COC1=CC(=C(OC2=CC=C(CNC(=O)C3(CC3)N)C=C2)C=C1)C(F)(F)F (1-amino-cyclopropanecarboxylic acid 4-(4-methoxy-2-trifluoromethyl-phenoxy)-benzylamide-trifluoroacetic acid salt), CCN(C(C)C)C(C)C (DIPEA), CN(C)C(=[N+](C)C)ON1C2=C(C=CC=C2)N=N1.[B-](F)(F)(F)F (TBTU), C(C)OC(CC(=O)[O-])=O (monoethylmalonate). The solvent is CN(C)C=O (DMF). Conditions: time 5 minute. Product: C(C)OC(CC(=O)NC1(CC1)C(NCC1=CC=C(C=C1)OC1=C(C=C(C=C1)OC)C(F)(F)F)=O)=O (N-{1-[4-(4-methoxy-2-trifluoromethyl-phenoxy)-benzylcarbamoyl]-cyclopropyl}-malonic acid monoamide monoethylester). As a reaction SMILES: CCN(C(C)C)C(C)C.CN(C(ON1N=NC2C=CC=CC1=2)=[N+](C)C)C.[B-](F)(F)(F)F.[CH2:32]([O:34][C:35](=[O:40])[CH2:36][C:37]([O-:39])=O)[CH3:33].FC(F)(F)C(O)=O.[CH3:48][O:49][C:50]1[CH:70]=[CH:69][C:53]([O:54][C:55]2[CH:68]=[CH:67][C:58]([CH2:59][NH:60][C:61]([C:63]3([NH2:66])[CH2:65][CH2:64]3)=[O:62])=[CH:57][CH:56]=2)=[C:52]([C:71]([F:74])([F:73])[F:72])[CH:51]=1>CN(C=O)C>[CH2:32]([O:34][C:35](=[O:40])[CH2:36][C:37]([NH:66][C:63]1([C:61](=[O:62])[NH:60][CH2:59][C:58]2[CH:57]=[CH:56][C:55]([O:54][C:53]3[CH:69]=[CH:70][C:50]([O:49][CH3:48])=[CH:51][C:52]=3[C:71]([F:73])([F:74])[F:72])=[CH:68][CH:67]=2)[CH2:65][CH2:64]1)=[O:39])[CH3:33] |f:1.2,4.5|. Reported procedure: 87 μL (0.50 mmol) of DIPEA and 80.9 mg (0.25 mmol) of TBTU were added to a solution of 33.27 mg (0.25 mmol) of monoethylmalonate in 100 μL DMF and the mixture was stirred for 5 min at RT. Then 83 mg (0.17 mmol) of 1-amino-cyclopropanecarboxylic acid 4-(4-methoxy-2-trifluoromethyl-phenoxy)-benzylamide-trifluoroacetic acid salt (from 85a) was added and the mixture was stirred for 1.5 h at ambient temperature. The reaction mixture was purified by chromatography (reversed phase).